From a dataset of the Open Reaction Database (ORD), a public repository of structured organic reaction records. describe an organic reaction: reactants, conditions, products, and yield Procedure: 2-Methyl-3-(2-chloroethyl)-4-chloroquinoline hydrochloride (5.53 g, 20 mmol) and 4-methoxy-2-methylaniline (5.15 ml, 40 mmol) in ethanol (100 ml)were heated at 170° C. in a pressure vessel for 24 hours, then the solvent evaporated, the crude product taken up in dichloromethane, washed with aqueous sodium bicarbonate, dried and evaporated. Chromatography (silica gel, 2% methanolic ammonia in dichloromethane) and recrystallisation from aqueous methanol gave 1-(4-methoxy-2-methylphenyl)-4-methyl-2,... Isolated yield 33.5%. Solvent: C(C)O (ethanol). Starting materials: Cl.CC1=NC2=CC=CC=C2C(=C1CCCl)Cl (2-Methyl-3-(2-chloroethyl)-4-chloroquinoline hydrochloride), COC1=CC(=C(N)C=C1)C (4-methoxy-2-methylaniline). The product is COC1=CC(=C(C=C1)N1CCC=2C(=NC=3C=CC=CC3C21)C)C (1-(4-methoxy-2-methylphenyl)-4-methyl-2,3-dihydropyrrolo[3,2-c]quinoline). Reaction SMILES: Cl.[CH3:2][C:3]1[C:12]([CH2:13][CH2:14]Cl)=[C:11](Cl)[C:10]2[C:5](=[CH:6][CH:7]=[CH:8][CH:9]=2)[N:4]=1.[CH3:17][O:18][C:19]1[CH:25]=[CH:24][C:22]([NH2:23])=[C:21]([CH3:26])[CH:20]=1>C(O)C>[CH3:17][O:18][C:19]1[CH:25]=[CH:24][C:22]([N:23]2[C:11]3[C:10]4[CH:9]=[CH:8][CH:7]=[CH:6][C:5]=4[N:4]=[C:3]([CH3:2])[C:12]=3[CH2:13][CH2:14]2)=[C:21]([CH3:26])[CH:20]=1 |f:0.1|. Reactants: C1=C(c2c[nH]cn2)c2ccccc2C1Cc1ccccc1, CCO. The product is c1ccc(CC2CC(c3c[nH]cn3)c3ccccc32)cc1. As a reaction SMILES: [CH2:1]([c:2]1[cH:3][cH:4][cH:5][cH:6][cH:7]1)[CH:8]1[CH:9]=[C:10]([c:17]2[n:18][cH:19][nH:20][cH:21]2)[c:11]2[cH:12][cH:13][cH:14][cH:15][c:16]21.[CH3:22][CH2:23][OH:24]>>[CH2:1]([c:2]1[cH:3][cH:4][cH:5][cH:6][cH:7]1)[CH:8]1[CH2:9][CH:10]([c:17]2[n:18][cH:19][nH:20][cH:21]2)[c:11]2[cH:12][cH:13][cH:14][cH:15][c:16]21. Starting materials: CCC(C)COc1ccc(C(NC(=O)OC(C)(C)C)C(C)O)cc1, C1COCCO1, ClCCl, Cl. Yields the product Cl, CCC(C)COc1ccc(C(N)C(C)O)cc1. As a reaction SMILES: [C:1]([O:2][C:3](=[O:4])[NH:7][CH:8]([CH:9]([CH3:10])[OH:11])[c:12]1[cH:13][cH:14][c:15]([O:18][CH2:19][CH:20]([CH2:21][CH3:22])[CH3:23])[cH:16][cH:17]1)([CH3:5])([CH3:6])[CH3:24].[CH2:29]1[O:30][CH2:31][CH2:32][O:33][CH2:34]1.[Cl:26][CH2:27][Cl:28].[ClH:25]>>[ClH:25].[NH2:7][CH:8]([CH:9]([CH3:10])[OH:11])[c:12]1[cH:13][cH:14][c:15]([O:18][CH2:19][CH:20]([CH2:21][CH3:22])[CH3:23])[cH:16][cH:17]1. Starting materials: FC1CN(CC1)CCOC1=C(C=C(C=C1)[N+](=O)[O-])OC (3-Fluoro-1-[2-(2-methoxy-4-nitrophenoxy)ethyl]pyrrolidine), ClC1=CC=C(C=C1)C1=CC(=C(S1)C(=O)OC)/N=C/N(C)C (methyl 5-(4-chlorophenyl)-3-{[(1E)-(dimethylamino)methylidene]amino}thiophene-2-carboxylate), C1(=CC=CC=C1)O (Phenol). Solvent: C(Cl)Cl (CH2Cl2). Reaction conditions: temperature 200 celsius, time 45 minute. Yields the product ClC1=CC=C(C=C1)C1=CC=2N=CN(C(C2S1)=O)C1=CC(=C(C=C1)OCCN1CC(CC1)F)OC (6-(4-chlorophenyl)-3-{4-[2-(3-fluoropyrrolidin-1-yl)ethoxy]-3-methoxyphenyl}thieno[3,2-d]pyrimidin-4(3H)-one). Isolated yield 11.5%. RXN SMILES: [F:1][CH:2]1[CH2:6][CH2:5][N:4]([CH2:7][CH2:8][O:9][C:10]2[CH:15]=[CH:14][C:13]([N+:16]([O-])=O)=[CH:12][C:11]=2[O:19][CH3:20])[CH2:3]1.[Cl:21][C:22]1[CH:27]=[CH:26][C:25]([C:28]2[S:32][C:31]([C:33](OC)=[O:34])=[C:30](/[N:37]=[CH:38]/N(C)C)[CH:29]=2)=[CH:24][CH:23]=1.C1(O)C=CC=CC=1>C(Cl)Cl>[Cl:21][C:22]1[CH:23]=[CH:24][C:25]([C:28]2[S:32][C:31]3[C:33](=[O:34])[N:16]([C:13]4[CH:14]=[CH:15][C:10]([O:9][CH2:8][CH2:7][N:4]5[CH2:5][CH2:6][CH:2]([F:1])[CH2:3]5)=[C:11]([O:19][CH3:20])[CH:12]=4)[CH:38]=[N:37][C:30]=3[CH:29]=2)=[CH:26][CH:27]=1. Procedure details: 3-Fluoro-1-[2-(2-methoxy-4-nitrophenoxy)ethyl]pyrrolidine (0.0442 g, 0.1740 mmol) and methyl 5-(4-chlorophenyl)-3-{[(1E)-(dimethylamino)methylidene]amino}thiophene-2-carboxylate (0.056 g, 0.1740 mmol) were charged to a flask. Phenol (1 g) was added and the reaction heated to 200° C. The reaction was stirred for 45 min until all starting material was gone. The mix was then cooled to RT, diluted with CH2Cl2 (30 mL) and washed with 1N NaOH (2×30 mL), water (1×30 mL), brine (1×30 mL), dried over MgS... Starting materials: OC1=CC=C(C=C1)C(C)=O (4'-hydroxyacetophenone), C[Si](C)(C)[N-][Si](C)(C)C.[Li+] (lithium bis(trimethylsilyl)amide), Cl[Si](C)(C)C (chlorotrimethylsilane), diethyl ester, C1(=CC=CC=C1)CSC(C(=O)O)C(=O)O ([(phenylmethyl)thio]propanedioic acid). Run in C1CCOC1 (THF). Product: OC1=C(C(OC(=C1)C1=CC=C(C=C1)O)=O)SCC1=CC=CC=C1 (4-Hydroxy-6-(4-hydroxyphenyl)-3-[(phenylmethyl)thio]-2H-pyran-2-one). As a reaction SMILES: [OH:1][C:2]1[CH:7]=[CH:6][C:5]([C:8](=[O:10])[CH3:9])=[CH:4][CH:3]=1.C[Si]([N-][Si](C)(C)C)(C)C.[Li+].Cl[Si](C)(C)C.[C:26]1([CH2:32][S:33][CH:34]([C:38](O)=[O:39])[C:35](O)=[O:36])[CH:31]=[CH:30][CH:29]=[CH:28][CH:27]=1>C1COCC1>[OH:39][C:38]1[CH:9]=[C:8]([C:5]2[CH:6]=[CH:7][C:2]([OH:1])=[CH:3][CH:4]=2)[O:10][C:35](=[O:36])[C:34]=1[S:33][CH2:32][C:26]1[CH:31]=[CH:30][CH:29]=[CH:28][CH:27]=1 |f:1.2|. Procedure: The title compound was prepared by Method A using 4'-hydroxyacetophenone (0.722 g, 5.31 mmol), lithium bis(trimethylsilyl)amide (1.95 g, 11.6 mmol), chlorotrimethylsilane (1.48 mL, 11.6 mmol), THF (116 mL), and diethyl ester of [(phenylmethyl)thio]propanedioic acid (1.00 g, 3.54 mmol). m.p. dec. 204° C.; 1H NMR (250 MHz, DMSO-d6) δ3.96 (s, 2 H), 6.55 (s, 1 H), 6.88 (d, 2 H), 7.39 (m, 5 H), 7.63 (d, 2 H), 10.28 (s, 1 H), 11.75 (bs, 1 H).